Dataset: the Open Reaction Database (ORD), a public repository of structured organic reaction records. Task: describe an organic reaction: reactants, conditions, products, and yield Reactants: C(=O)(OC(C)(C)C)N[C@@H](CC1=CC=C(C=C1)I)C(=O)O (Boc-4-iodophenylalanine), FC1=CC=C(C=C1)CCNC([C@@H](NC)CCCNC(=O)OC(C)(C)C)=O (Nδ-Boc-Nα-methylornithine 2-(4-fluorophenyl)ethylamide). Yields the product FC1=CC=C(C=C1)CCNC([C@@H](N(C)C([C@@H](NC(=O)OC(C)(C)C)CC1=CC=C(C=C1)I)=O)CCCNC(=O)OC(C)(C)C)=O (Boc-4-Iodophenylalanyl-Nδ-Boc-Nα-Methylornithine 2-(4-Fluorophenyl)ethylamide). RXN SMILES: [C:1]([NH:8][C@H:9]([C:18]([OH:20])=O)[CH2:10][C:11]1[CH:16]=[CH:15][C:14]([I:17])=[CH:13][CH:12]=1)([O:3][C:4]([CH3:7])([CH3:6])[CH3:5])=[O:2].[F:21][C:22]1[CH:27]=[CH:26][C:25]([CH2:28][CH2:29][NH:30][C:31](=[O:46])[C@H:32]([CH2:35][CH2:36][CH2:37][NH:38][C:39]([O:41][C:42]([CH3:45])([CH3:44])[CH3:43])=[O:40])[NH:33][CH3:34])=[CH:24][CH:23]=1>>[F:21][C:22]1[CH:23]=[CH:24][C:25]([CH2:28][CH2:29][NH:30][C:31](=[O:46])[C@H:32]([CH2:35][CH2:36][CH2:37][NH:38][C:39]([O:41][C:42]([CH3:44])([CH3:43])[CH3:45])=[O:40])[N:33]([C:18](=[O:20])[C@H:9]([CH2:10][C:11]2[CH:12]=[CH:13][C:14]([I:17])=[CH:15][CH:16]=2)[NH:8][C:1]([O:3][C:4]([CH3:5])([CH3:6])[CH3:7])=[O:2])[CH3:34])=[CH:26][CH:27]=1. Procedure: Boc-4-iodophenylalanine and Nδ-Boc-Nα-methylornithine 2-(4-fluorophenyl)ethylamide were coupled by Procedure D: 1H NMR (400 MHz, CDCl3) δ1.38-1.51 (m, 20H), 1.82 (m, 1H), 1.90 (m, 1H), 2.78 (s, 3H), 2.80-2.97 (m, 4H), 3.00-3.17 (m, 2H), 3.28-3.44 (m, 2H), 4.63 (m, 1H), 4.97 (m, 1H), 6.94-6.99 (m, 4H), 7.11 (m, 1H), 7.18 (m, 1H), 7.58 (d, 1H), and 7.63 (dd, 1H). Reactants: C(C1=CC=CC=C1)OC[C@H]1[C@@H](CC[C@H]1CC(=O)OC)O ((1R,2S,3S)-2-benzyloxymethyl-3-methoxycarbonylmethylcyclopentan-1-ol), O1CCCC=C1 (2,3-dihydropyran), C(Cl)Cl (methylene chloride), O.C1(=CC=C(C=C1)S(=O)(=O)O)C (p-toluenesulphonic acid monohydrate). Run in C(C)OCC (diethyl ether), N1=CC=CC=C1 (pyridine). Conditions: temperature 0 celsius, time 20 minute. The product is C(C1=CC=CC=C1)OC[C@H]1[C@@H](CC[C@H]1CC(=O)OC)OC1OCCCC1 ((1R,2S,3S)-2-benzyloxymethyl-3-methoxycarbonylmethyl-1-(2-tetrahydropyranyloxy)cyclopentane). As a reaction SMILES: [CH2:1]([O:8][CH2:9][C@@H:10]1[C@H:14]([CH2:15][C:16]([O:18][CH3:19])=[O:17])[CH2:13][CH2:12][C@H:11]1[OH:20])[C:2]1[CH:7]=[CH:6][CH:5]=[CH:4][CH:3]=1.[O:21]1[CH:26]=[CH:25][CH2:24][CH2:23][CH2:22]1.C(Cl)Cl.O.C1(C)C=CC(S(O)(=O)=O)=CC=1>C(OCC)C.N1C=CC=CC=1>[CH2:1]([O:8][CH2:9][C@@H:10]1[C@H:14]([CH2:15][C:16]([O:18][CH3:19])=[O:17])[CH2:13][CH2:12][C@H:11]1[O:20][CH:22]1[CH2:23][CH2:24][CH2:25][CH2:26][O:21]1)[C:2]1[CH:3]=[CH:4][CH:5]=[CH:6][CH:7]=1 |f:3.4|. Procedure: A mixture of 8.52 g of (1R,2S,3S)-2-benzyloxymethyl-3-methoxycarbonylmethylcyclopentan-1-ol (prepared in Reference Example 2), 7.4 ml of 2,3-dihydropyran and 30 ml of methylene chloride was prepared and then cooled. To the mixture 370 mg of p-toluenesulphonic acid monohydrate was added, the mixture was stirred for 20 min. at 0° C., and for 30 min. at room temperature. After addition of 1 ml of pyridine, the mixture was diluted with 300 ml of diethyl ether. The diluted solution was washed with wa... Reactants: CN(S(=O)(=O)C=1C=CC2=C(CNC3=C(O2)C=CC=C3)C1)C (10,11-dihydro-N,N-di-methyldibenz[b,f][1.4]oxazepine-2-sulfonamide), [N+](=O)([O-])C1=CC=C(C(=O)Cl)C=C1 (4-nitrobenzoyl chloride), Cl (hydrochloric acid). Product: CN(S(=O)(=O)C=1C=CC2=C(CN(C3=C(O2)C=CC=C3)C(C3=CC=C(C=C3)[N+](=O)[O-])=O)C1)C (10,11-Dihydro-N,N-dimethyl-10-(4-nitrobenzoyl)-dibenz[b,f][1,4]oxazepine-2-sulfonamide). Yield: 82.0%. Procedure details: A mixture of 0.9 g of 10,11-dihydro-N,N-di-methyldibenz[b,f][1.4]oxazepine-2-sulfonamide and 0.55 g of 4-nitrobenzoyl chloride in 3 ml of pyridine is stirred for 7 hours. To the mixture is added 20 ml of 2N hydrochloric acid and the mixture is extracted with ethyl acetate. The extract is washed with 5 ml of 2N HCl and three times with 5 ml of 2N Na2Co3. The extract is dried (MgSO4) and filtered through a thin pad of hydrous magnesium silicate. The pad is washed with ethyl acetate and the filtrat... As a reaction SMILES: [CH3:1][N:2]([CH3:21])[S:3]([C:6]1[CH:7]=[CH:8][C:9]2[O:15][C:14]3[CH:16]=[CH:17][CH:18]=[CH:19][C:13]=3[NH:12][CH2:11][C:10]=2[CH:20]=1)(=[O:5])=[O:4].[N+:22]([C:25]1[CH:33]=[CH:32][C:28]([C:29](Cl)=[O:30])=[CH:27][CH:26]=1)([O-:24])=[O:23].Cl>N1C=CC=CC=1>[CH3:1][N:2]([CH3:21])[S:3]([C:6]1[CH:7]=[CH:8][C:9]2[O:15][C:14]3[CH:16]=[CH:17][CH:18]=[CH:19][C:13]=3[N:12]([C:29](=[O:30])[C:28]3[CH:27]=[CH:26][C:25]([N+:22]([O-:24])=[O:23])=[CH:33][CH:32]=3)[CH2:11][C:10]=2[CH:20]=1)(=[O:4])=[O:5]. Reaction conditions: time 7 hour. The solvent is N1=CC=CC=C1 (pyridine). Reactants: BrC=1C=C(C=NC1)CC1N2CCC(C1)CC2 (2-((5-bromo-3-pyridyl)methyl)-1-azabicyclo[2.2.2]octane), ( 12 ), [OH-].[K+] (potassium hydroxide), C(C)(CC)[BH-](C(C)CC)C(C)CC.[Li+] (lithium tri-sec-butylborohydride), [BH4-].[Na+] (sodium borohydride), C(C)(CC)[BH-](C(C)CC)C(C)CC.[K+] (potassium tri-sec-butylborohydride), BrC=1C=C(C=NC1)C=C1N2CCC(C1=O)CC2 (2-((5-bromo-3-pyridyl)methylene)-1-azabicyclo[2.2.2]octan-3-one), BrC=1C=C(C=NC1)CC1N2CCC(C1)CC2 (2-((5-bromo-3-pyridyl)methyl)-1-azabicyclo[2.2.2]octane), BrC=1C=C(C=NC1)C=O (5-bromo-3-pyridinecarboxaldehyde), Cl.N12CC(C(CC1)CC2)=O (3-quinuclidinone hydrochloride), [C].[C] (carbon carbon). Reagents/catalysts: O.O.O.O.O.O.[Ni]Cl (nickel(1) chloride hexahydrate). Solvent: CO (methanol), O1CCCC1 (tetrahydrofuran). The product is BrC=1C=C(C=NC1)CC1N2CCC(C1=O)CC2 (2-((5-bromo-3-pyridyl)methyl)-1-azabicyclo[2.2.2]octan-3-one). The yield is 75.0%. As a reaction SMILES: BrC1C=C(CC2CC3CCN2CC3)C=NC=1.BrC1C=C(C=O)C=NC=1.Cl.N12CCC(CC1)C(=O)C2.[OH-].[K+].[C].[C].[Br:40][C:41]1[CH:42]=[C:43]([CH:47]=[C:48]2[C:53](=[O:54])[CH:52]3[CH2:55][CH2:56][N:49]2[CH2:50][CH2:51]3)[CH:44]=[N:45][CH:46]=1.C([BH-](C(CC)C)C(CC)C)(CC)C.[Li+].C([BH-](C(CC)C)C(CC)C)(CC)C.[K+].[BH4-].[Na+]>CO.O1CCCC1.O.O.O.O.O.O.[Ni]Cl>[Br:40][C:41]1[CH:42]=[C:43]([CH2:47][CH:48]2[C:53](=[O:54])[CH:52]3[CH2:55][CH2:56][N:49]2[CH2:50][CH2:51]3)[CH:44]=[N:45][CH:46]=1 |f:2.3,4.5,6.7,9.10,11.12,13.14,17.18.19.20.21.22.23|. Procedure details: The manner in which 2-((5-bromo-3-pyridyl)methyl)-1-azabicyclo[2.2.2]octane and other analogous compounds possessing substituents at the C-5 position of the pyridine ring are synthesized can vary. In another example, 2-((5-bromo-3-pyridyl)methyl)-1-azabicyclo[2.2.2]octane can be prepared starting with the aldol condensation of 5-bromo-3-pyridinecarboxaldehyde and 3-quinuclidinone hydrochloride (commercially available from Aldrich Chemical Company) which proceeds in 75% yield using potassium hydr... The reactants are CCCCCC(CC(=O)O)c1cccc2c1OCO2, ClCCl, O=S(Cl)Cl. The product is CCCCCC(CC(=O)Cl)c1cccc2c1OCO2. Reaction SMILES: [CH2:1]1[O:2][c:3]2[c:4]([CH:10]([CH2:11][C:12](=[O:13])[OH:14])[CH2:15][CH2:16][CH2:17][CH2:18][CH3:19])[cH:5][cH:6][cH:7][c:8]2[O:9]1.[CH2:24]([Cl:25])[Cl:26].[S:20]([Cl:21])([Cl:22])=[O:23]>>[CH2:1]1[O:2][c:3]2[c:4]([CH:10]([CH2:11][C:12](=[O:13])[Cl:22])[CH2:15][CH2:16][CH2:17][CH2:18][CH3:19])[cH:5][cH:6][cH:7][c:8]2[O:9]1. Reactants: C(C)OC(C1=C(C(=CC(=C1)Cl)F)NC)=O (5-chloro-3-fluoro-2-methylaminobenzoic acid ethyl ester), [OH-].[Na+] (NaOH). Solvent: C(C)(=O)OCC (ethyl acetate), O (water), CO (MeOH). Product: ClC=1C=C(C(=C(C(=O)O)C1)NC)F (5-chloro-3-fluoro-2-methylaminobenzoic acid). The yield is 93.2%. As a reaction SMILES: C([O:3][C:4](=[O:15])[C:5]1[CH:10]=[C:9]([Cl:11])[CH:8]=[C:7]([F:12])[C:6]=1[NH:13][CH3:14])C.[OH-].[Na+]>CO.C(OCC)(=O)C.O>[Cl:11][C:9]1[CH:8]=[C:7]([F:12])[C:6]([NH:13][CH3:14])=[C:5]([CH:10]=1)[C:4]([OH:15])=[O:3] |f:1.2|. Procedure details: To a solution of 5-chloro-3-fluoro-2-methylaminobenzoic acid ethyl ester (135 mg, 0.58 mmol) in MeOH was added 1N NaOH (1165 μl, 1.17 mmol) and the reaction mixture was refluxed for 2 h. The reaction mixture was diluted with ethyl acetate and water and then extracted. The aqueous layer was acidified to pH3 using 1N HCl and the aqueous layer was extracted with EtOAc (2×). The organic layer was dried (MgSO4), filtered and concentrated in vacuo to give the desired product (110 mg, 93%) which did no... Reactants: ClCC1=CC(=NO1)OCC=1N=C(OC1C)C1=CC=CC=C1 (5-chloromethyl-3-(5-methyl-2-phenyl-4-oxazolylmethoxy)isoxazole), OC=1C=C(C=CC1)CC(=O)OC (methyl 2-(3-hydroxyphenyl)acetate), C([O-])([O-])=O.[K+].[K+] (potassium carbonate), CN(C=O)C (N,N-dimethylformamide). The solvent is O (water). Conditions: temperature 60 celsius, time 3 hour. The product is CC1=C(N=C(O1)C1=CC=CC=C1)COC1=NOC(=C1)COC=1C=C(C=CC1)CC(=O)OC (methyl 2-[3-[3-(5-methyl-2-phenyl-4-oxazolylmethoxy)-5-isoxazolylmethoxy]phenyl]acetate). The yield is 92.8%. Reaction SMILES: Cl[CH2:2][C:3]1[O:7][N:6]=[C:5]([O:8][CH2:9][C:10]2[N:11]=[C:12]([C:16]3[CH:21]=[CH:20][CH:19]=[CH:18][CH:17]=3)[O:13][C:14]=2[CH3:15])[CH:4]=1.[OH:22][C:23]1[CH:24]=[C:25]([CH2:29][C:30]([O:32][CH3:33])=[O:31])[CH:26]=[CH:27][CH:28]=1.C(=O)([O-])[O-].[K+].[K+].CN(C)C=O>O>[CH3:15][C:14]1[O:13][C:12]([C:16]2[CH:21]=[CH:20][CH:19]=[CH:18][CH:17]=2)=[N:11][C:10]=1[CH2:9][O:8][C:5]1[CH:4]=[C:3]([CH2:2][O:22][C:23]2[CH:24]=[C:25]([CH2:29][C:30]([O:32][CH3:33])=[O:31])[CH:26]=[CH:27][CH:28]=2)[O:7][N:6]=1 |f:2.3.4|. Procedure details: A mixture of 5-chloromethyl-3-(5-methyl-2-phenyl-4-oxazolylmethoxy)isoxazole (457 mg), methyl 2-(3-hydroxyphenyl)acetate (249 mg), anhydrous potassium carbonate (415 mg) and N,N-dimethylformamide (10 mL) was stirred at 60° C. for 3 hrs. The reaction mixture was poured into water and extracted with ethyl acetate. The organic layer was washed with saturated brine, dried over anhydrous magnesium sulfate and concentrated. The obtained residue was subjected to silica gel column chromatography to give...